From a dataset of the Open Reaction Database (ORD), a public repository of structured organic reaction records. describe an organic reaction: reactants, conditions, products, and yield The reactants are [BH3-]C#N, CC(C)(C)OC(=O)N1CCC2CNCC21, CO, [Na+], [Na+], [OH-]. The product is CN1CC2CCN(C(=O)OC(C)(C)C)C2C1. RXN SMILES: [C:16]([BH3-:17])#[N:18].[C:1]([CH3:2])([CH3:3])([CH3:4])[O:5][C:6](=[O:7])[N:8]1[CH:9]2[CH:10]([CH2:11][CH2:12]1)[CH2:13][NH:14][CH2:15]2.[CH3:20][OH:21].[Na+:19].[Na+:23].[OH-:22]>>[C:1]([CH3:2])([CH3:3])([CH3:4])[O:5][C:6](=[O:7])[N:8]1[CH:9]2[CH:10]([CH2:11][CH2:12]1)[CH2:13][N:14]([CH3:16])[CH2:15]2. Starting materials: C(\C=C(/C)\CCC=C(C)C)OC=1C=C(C(=O)O)C=C(C1)OC\C=C(/C)\CCC=C(C)C (3,5-digeranyloxybenzoic acid), NCC1N(CCC1)CC (2-aminomethyl-1-ethylpyrrolidine). Yields the product C(C)N1C(CCC1)CNC(C1=CC(=CC(=C1)OC\C=C(/C)\CCC=C(C)C)OC\C=C(/C)\CCC=C(C)C)=O (1-ethyl-2-(3,5-digeranyloxybenzoylaminomethyl)pyrrolidine). Isolated yield 82.0%. Reaction SMILES: [CH2:1]([O:11][C:12]1[CH:13]=[C:14]([CH:18]=[C:19]([O:21][CH2:22]/[CH:23]=[C:24](/[CH2:26][CH2:27][CH:28]=[C:29]([CH3:31])[CH3:30])\[CH3:25])[CH:20]=1)[C:15]([OH:17])=O)/[CH:2]=[C:3](/[CH2:5][CH2:6][CH:7]=[C:8]([CH3:10])[CH3:9])\[CH3:4].[NH2:32][CH2:33][CH:34]1[CH2:38][CH2:37][CH2:36][N:35]1[CH2:39][CH3:40]>>[CH2:39]([N:35]1[CH2:36][CH2:37][CH2:38][CH:34]1[CH2:33][NH:32][C:15](=[O:17])[C:14]1[CH:18]=[C:19]([O:21][CH2:22]/[CH:23]=[C:24](/[CH2:26][CH2:27][CH:28]=[C:29]([CH3:31])[CH3:30])\[CH3:25])[CH:20]=[C:12]([O:11][CH2:1]/[CH:2]=[C:3](/[CH2:5][CH2:6][CH:7]=[C:8]([CH3:9])[CH3:10])\[CH3:4])[CH:13]=1)[CH3:40]. Reported procedure: In a manner identical to Example 15, 3,5-digeranyloxybenzoic acid (2.13 g) was subjected to a condensation reaction with 2-aminomethyl-1-ethylpyrrolidine (0.7 ml), thereby yielding 2.14 g (82%) of the aimed compound Starting materials: ClC=1C=C(C=CC1)S(=O)(=O)NC1=C2C(=NC(=C1C(=O)OCC)C)SC(=C2C)C=2C=NNC2 (ethyl 4-{[(3-chlorophenyl)sulfonyl]amino}-3,6-dimethyl-2-(1H-pyrazol-4-yl)thieno[2,3-b]pyridine-5-carboxylate), [OH-].[Na+] (NaOH), C1(=CC=CC=C1)OC1=CC=CC=C1 (diphenyl ether), C(=O)O (formic acid). Run in CS(=O)C (DMSO), CS(=O)C (DMSO), O (water). Conditions: temperature 150 celsius. Yields the product ClC=1C=C(C=CC1)S(=O)(=O)NC1=C2C(=NC(=C1)C)SC(=C2C)C=2C=NNC2 (3-Chloro-N-[3,6-dimethyl-2-(1H-pyrazol-4-yl)thieno[2,3-b]pyridin-4-yl]benzenesulfonamide). The yield is 9.4%. Reaction SMILES: [Cl:1][C:2]1[CH:3]=[C:4]([S:8]([NH:11][C:12]2[C:17](C(OCC)=O)=[C:16]([CH3:23])[N:15]=[C:14]3[S:24][C:25]([C:28]4[CH:29]=[N:30][NH:31][CH:32]=4)=[C:26]([CH3:27])[C:13]=23)(=[O:10])=[O:9])[CH:5]=[CH:6][CH:7]=1.[OH-].[Na+].C(O)=O.C1(OC2C=CC=CC=2)C=CC=CC=1>CS(C)=O.O>[Cl:1][C:2]1[CH:3]=[C:4]([S:8]([NH:11][C:12]2[CH:17]=[C:16]([CH3:23])[N:15]=[C:14]3[S:24][C:25]([C:28]4[CH:32]=[N:31][NH:30][CH:29]=4)=[C:26]([CH3:27])[C:13]=23)(=[O:9])=[O:10])[CH:5]=[CH:6][CH:7]=1 |f:1.2|. Reported procedure: A mixture of ethyl 4-{[(3-chlorophenyl)sulfonyl]amino}-3,6-dimethyl-2-(1H-pyrazol-4-yl)thieno[2,3-b]pyridine-5-carboxylate (Description 64) (150 mg, 0.306 mmol) in DMSO (5 mL) and aqueous NaOH (2M) (0.611 mL, 3.06 mmol) was heated at 150° C. for ca. 1.5 h. After cooling to RT, the mixture was diluted with water (20 mL), acidified with formic acid (ca. pH 4-5) and extracted with 10% MeOH in DCM (30 mL×5). The combined organics were dried and concentrated. The residue was passed through a C18 soli... The reactants are BrN1C(CCC1=O)=O (N-bromosuccinimide), NC=1N=C(C(=NC1)C=1C=CC(N(C1)C(C)C)=O)C1=CC=CC=C1 (5-(5-amino-3-phenyl-2-pyrazinyl)-1-isopropyl-2(1H)-pyridone), O (Water), C(Cl)Cl (CH2Cl2). Run in CN(C)C=O (DMF). Run at time 2 hour. Product: NC=1N=C(C(=NC1Br)C=1C=CC(N(C1)C(C)C)=O)C1=CC=CC=C1 (5-(5-amino-6-bromo-3-phenyl-2-pyrazinyl)-1-isopropyl-2(1H)-pyridone). Yield: 79.5%. As a reaction SMILES: [Br:1]N1C(=O)CCC1=O.[NH2:9][C:10]1[N:11]=[C:12]([C:26]2[CH:31]=[CH:30][CH:29]=[CH:28][CH:27]=2)[C:13]([C:16]2[CH:17]=[CH:18][C:19](=[O:25])[N:20]([CH:22]([CH3:24])[CH3:23])[CH:21]=2)=[N:14][CH:15]=1.O.C(Cl)Cl>CN(C=O)C>[NH2:9][C:10]1[N:11]=[C:12]([C:26]2[CH:27]=[CH:28][CH:29]=[CH:30][CH:31]=2)[C:13]([C:16]2[CH:17]=[CH:18][C:19](=[O:25])[N:20]([CH:22]([CH3:24])[CH3:23])[CH:21]=2)=[N:14][C:15]=1[Br:1]. Procedure: Under ice-bath cooling, N-bromosuccinimide (1.83 g) was added to a solution of 5-(5-amino-3-phenyl-2-pyrazinyl)-1-isopropyl-2(1H)-pyridone (3.0 g) in DMF (90 ml). The mixture was stirred at the same temperature for 2 hours. Water and CH2Cl2 were poured into the mixture and the organic layer was separated, washed with sat. aq. sodium thiosulfate solution, sat. aq. NaHCO3 solution, water, and brine, and dried over MgSO4. The solvent was removed under reduced pressure. The residue was purified by c... The reactants are C=C(C)COc1ccc(OCc2ccccc2)cc1, ClCCl, [Na+], [Na+], O=C(OO)c1cccc(Cl)c1, O=S([O-])[O-]. Yields the product CC1(COc2ccc(OCc3ccccc3)cc2)CO1. RXN SMILES: [CH2:12]([c:13]1[cH:14][cH:15][cH:16][cH:17][cH:18]1)[O:19][c:20]1[cH:21][cH:22][c:23]([O:26][CH2:27][C:28](=[CH2:29])[CH3:30])[cH:24][cH:25]1.[Cl:37][CH2:38][Cl:39].[Na+:35].[Na+:36].[OH:1][O:2][C:3]([c:4]1[cH:5][c:6]([Cl:7])[cH:8][cH:9][cH:10]1)=[O:11].[S:31]([O-:32])([O-:33])=[O:34]>>[O:1]1[C:28]([CH2:27][O:26][c:23]2[cH:22][cH:21][c:20]([O:19][CH2:12][c:13]3[cH:14][cH:15][cH:16][cH:17][cH:18]3)[cH:25][cH:24]2)([CH3:30])[CH2:29]1. Reactants: S(=O)(Cl)Cl (thionyl chloride), FC1=CC=C(C=C1)C(CCCCO)C=1C=NC=CC1 (ε-(4-fluorophenyl)-3-pyridinepentanol). Run at time 2 hour. Yields the product ClCCCCC(C1=CC=C(C=C1)F)C=1C=NC=CC1 (3-[5-chloro-1-(4-fluorophenyl)pentyl]pyridine). Yield: 100.0%. Reaction SMILES: S(Cl)([Cl:3])=O.[F:5][C:6]1[CH:11]=[CH:10][C:9]([CH:12]([C:18]2[CH:19]=[N:20][CH:21]=[CH:22][CH:23]=2)[CH2:13][CH2:14][CH2:15][CH2:16]O)=[CH:8][CH:7]=1>>[Cl:3][CH2:16][CH2:15][CH2:14][CH2:13][CH:12]([C:18]1[CH:19]=[N:20][CH:21]=[CH:22][CH:23]=1)[C:9]1[CH:10]=[CH:11][C:6]([F:5])=[CH:7][CH:8]=1. Reported procedure: 64 Parts of thionyl chloride were added portionwise to 4 parts of ε-(4-fluorophenyl)-3-pyridinepentanol. Upon complete addition, stirring was continued for 2 hours at reflux temperature. The reaction mixture was evaporated and the residue was taken up in water. The whole was treated with sodium carbonate. The product was extracted twice with methylbenzene. The combined extracts were washed with water, dried, filtered and evaporated, yielding 3.7 parts (100%) of 3-[5-chloro-1-(4-fluorophenyl)pent... Starting materials: C(C1=CC=CC=C1)OC(=O)N1C(C2=C(CC1)N=C(S2)Br)C2=C(C=CC(=C2)Cl)OCC(=O)OCC ((±)-2-bromo-4-(5-chloro-2-ethoxycarbonylmethoxy-phenyl)-6,7-dihydro-4H-thiazolo[5,4-c]pyridine-5-carboxylic acid benzyl ester), [Br-].C1(CC1)[Zn+] (cyclopropylzinc bromide). The reagents and catalysts are [Pd].C1(=CC=CC=C1)P(C1=CC=CC=C1)C1=CC=CC=C1.C1(=CC=CC=C1)P(C1=CC=CC=C1)C1=CC=CC=C1.C1(=CC=CC=C1)P(C1=CC=CC=C1)C1=CC=CC=C1.C1(=CC=CC=C1)P(C1=CC=CC=C1)C1=CC=CC=C1 (tetrakis(triphenylphosphine) palladium (0)). Run in C1CCOC1 (THF), C1CCOC1 (THF). Run at temperature 50 celsius, time 18 hour. The product is C(C1=CC=CC=C1)OC(=O)N1C(C2=C(CC1)N=C(S2)C2CC2)C2=C(C=CC(=C2)Cl)OCC(=O)OCC ((±)-4-(5-Chloro-2-ethoxycarbonylmethoxy-phenyl)-2-cyclopropyl-6,7-dihydro-4H-thiazolo[5,4-c]pyridine-5-carboxylic acid benzyl ester). RXN SMILES: [CH2:1]([O:8][C:9]([N:11]1[CH2:16][CH2:15][C:14]2[N:17]=[C:18](Br)[S:19][C:13]=2[CH:12]1[C:21]1[CH:26]=[C:25]([Cl:27])[CH:24]=[CH:23][C:22]=1[O:28][CH2:29][C:30]([O:32][CH2:33][CH3:34])=[O:31])=[O:10])[C:2]1[CH:7]=[CH:6][CH:5]=[CH:4][CH:3]=1.[Br-].[CH:36]1([Zn+])[CH2:38][CH2:37]1>C1COCC1.[Pd].C1(P(C2C=CC=CC=2)C2C=CC=CC=2)C=CC=CC=1.C1(P(C2C=CC=CC=2)C2C=CC=CC=2)C=CC=CC=1.C1(P(C2C=CC=CC=2)C2C=CC=CC=2)C=CC=CC=1.C1(P(C2C=CC=CC=2)C2C=CC=CC=2)C=CC=CC=1>[CH2:1]([O:8][C:9]([N:11]1[CH2:16][CH2:15][C:14]2[N:17]=[C:18]([CH:36]3[CH2:38][CH2:37]3)[S:19][C:13]=2[CH:12]1[C:21]1[CH:26]=[C:25]([Cl:27])[CH:24]=[CH:23][C:22]=1[O:28][CH2:29][C:30]([O:32][CH2:33][CH3:34])=[O:31])=[O:10])[C:2]1[CH:7]=[CH:6][CH:5]=[CH:4][CH:3]=1 |f:1.2,4.5.6.7.8|. Procedure: To a solution under N2 of (±)-2-bromo-4-(5-chloro-2-ethoxycarbonylmethoxy-phenyl)-6,7-dihydro-4H-thiazolo[5,4-c]pyridine-5-carboxylic acid benzyl ester (100 mg, 0.18 mmol, 1.00 eq.) and 0.5M cyclopropylzinc bromide in THF (0.7 mL, 0.35 mmol, 2.00 eq.) in THF (10 mL), tetrakis(triphenylphosphine) palladium (0) (10.2 mg, 9 μmol was added. The mixture was stirred at 50° C. for 18 hours. The mixture was allowed to cool to r.t. and concentrated in vacuo. The residue was diluted with DCM (50 mL) and w... Starting materials: [Si](C)(C)(C(C)(C)C)Cl (t-Butyl dimethylsilyl chloride), N1C=NC=C1 (imidazole), OCC1=CC(NC=C1)=O (4-hydroxymethyl-1H-pyridin-2-one). Solvent: CCOC(=O)C (EtOAc), CN(C)C=O (DMF). Conditions: time 16 hour. The product is [Si](C)(C)(C(C)(C)C)OCC1=CC(NC=C1)=O (4-(tert-butyldimethylsilyloxy-methyl)-1H-pyridin-2-one). As a reaction SMILES: [OH:1][CH2:2][C:3]1[CH:8]=[CH:7][NH:6][C:5](=[O:9])[CH:4]=1.[Si:10](Cl)([C:13]([CH3:16])([CH3:15])[CH3:14])([CH3:12])[CH3:11].N1C=CN=C1>CN(C=O)C.CCOC(C)=O>[Si:10]([O:1][CH2:2][C:3]1[CH:8]=[CH:7][NH:6][C:5](=[O:9])[CH:4]=1)([C:13]([CH3:16])([CH3:15])[CH3:14])([CH3:12])[CH3:11]. Procedure details: 4-Hydroxymethyl-1H-pyridin-2-one from Step 1 (1.3 g, 10.5 mmol) was dissolved in DMF. t-Butyl dimethylsilyl chloride (12.6 mmol, 1.9 g) and imidazole (12.6 mmol, 858 mg) were added and the reaction was stirred for 16 hours. The reaction mixture was diluted with EtOAc and washed with H2O (2x) and brine. The organic layer was dried (MgSO4), filtered and concentrated to yield a yellow oil Flash chromatography (EtOAC) yielded 4-(tert-butyldimethylsilyloxy-methyl)-1H-pyridin-2-one as an off white sol... Reactants: C(C)(C)(C)OC(CN1C(=C(C2=CC=CC=C12)C1NS(C2=C1C=CC=C2)(=O)=O)C)=O ([3-(1,1-Dioxo-2,3-dihydro-1H-1λ6-benzo[d]isothiazol-3-yl)-2-methyl-indol-1-yl]-acetic acid tert-butyl ester), C(C=C)Br (allyl bromide). Product: C(C=C)N1S(C2=C(C1C1=C(N(C3=CC=CC=C13)CC(=O)O)C)C=CC=C2)(=O)=O ([3-(2-Allyl-1,1-dioxo-2,3-dihydro-1H-1λ6-benzo[d]isothiazol-3-yl)-2-methyl-indol-1-yl]-acetic acid). As a reaction SMILES: C([O:5][C:6](=[O:29])[CH2:7][N:8]1[C:16]2[C:11](=[CH:12][CH:13]=[CH:14][CH:15]=2)[C:10]([CH:17]2[C:21]3[CH:22]=[CH:23][CH:24]=[CH:25][C:20]=3[S:19](=[O:27])(=[O:26])[NH:18]2)=[C:9]1[CH3:28])(C)(C)C.[CH2:30](Br)[CH:31]=[CH2:32]>>[CH2:32]([N:18]1[CH:17]([C:10]2[C:11]3[C:16](=[CH:15][CH:14]=[CH:13][CH:12]=3)[N:8]([CH2:7][C:6]([OH:5])=[O:29])[C:9]=2[CH3:28])[C:21]2[CH:22]=[CH:23][CH:24]=[CH:25][C:20]=2[S:19]1(=[O:26])=[O:27])[CH:31]=[CH2:30]. Procedure details: The title compound was prepared by the method described for example 14 using the product from example 3, step c) and allyl bromide. MS: ESI (negative): 395 (M−H).